From a dataset of the Open Reaction Database (ORD), a public repository of structured organic reaction records. describe an organic reaction: reactants, conditions, products, and yield The reactants are FC1=CC(=CC2=C1N(C(O2)=O)C(C)C)NC[C@H](C(=O)OC)O (methyl (2R)-3-[(4-fluoro-3-isopropyl-2-oxo-2,3-dihydro-6-benzoxazolyl)amino]-2-hydroxypropanoate), C(=O)(N1C=NC=C1)N1C=NC=C1 (1,1′-carbonyldiimidazole). Reaction SMILES: [F:1][C:2]1[C:7]2[N:8]([CH:12]([CH3:14])[CH3:13])[C:9](=[O:11])[O:10][C:6]=2[CH:5]=[C:4]([NH:15][CH2:16][C@@H:17]([OH:22])[C:18]([O:20][CH3:21])=[O:19])[CH:3]=1.[C:23](N1C=CN=C1)(N1C=CN=C1)=[O:24]>>[F:1][C:2]1[C:7]2[N:8]([CH:12]([CH3:14])[CH3:13])[C:9](=[O:11])[O:10][C:6]=2[CH:5]=[C:4]([N:15]2[CH2:16][C@H:17]([C:18]([O:20][CH3:21])=[O:19])[O:22][C:23]2=[O:24])[CH:3]=1. Product: FC1=CC(=CC2=C1N(C(O2)=O)C(C)C)N2C(O[C@H](C2)C(=O)OC)=O (methyl (5R)-3-(4-fluoro-3-isopropyl-2-oxo-2,3-dihydro-6-benzoxazolyl)-2-oxo-5-oxazolidinecarboxylate). Reported procedure: Prepared from methyl (2R)-3-[(4-fluoro-3-isopropyl-2-oxo-2,3-dihydro-6-benzoxazolyl)amino]-2-hydroxypropanoate (Step 3, 0.908 g, 2.91 mmol) and 1,1′-carbonyldiimidazole (0.471 g, 2.91 mmol) according to the method of EXAMPLE 86, Step 9 (0.90 g, 92%); MS for C15H15FN2O6 m/z 339 (M+H)+. The reactants are C1(=CC=CC=C1)C(CCN1CCCC1)NC(=O)CC1=NC2=CC=CC=C2C=C1 (N-(1-phenyl-3-pyrrolidinopropyl)quinaldinamide), O.O.C(C(=O)O)(=O)O (oxalic acid dihydrate). Solvent: C(C)O (ethanol). Yields the product C(C(=O)O)(=O)O.C1(=CC=CC=C1)C(CCN1CCCC1)NC(=O)CC1=NC2=CC=CC=C2C=C1 (N-(1-phenyl-3-pyrrolidinopropyl)quinaldinamide oxalate). The yield is 92.9%. Reaction SMILES: [C:1]1([CH:7]([NH:15][C:16]([CH2:18][C:19]2[CH:28]=[CH:27][C:26]3[C:21](=[CH:22][CH:23]=[CH:24][CH:25]=3)[N:20]=2)=[O:17])[CH2:8][CH2:9][N:10]2[CH2:14][CH2:13][CH2:12][CH2:11]2)[CH:6]=[CH:5][CH:4]=[CH:3][CH:2]=1.O.O.[C:31]([OH:36])(=[O:35])[C:32]([OH:34])=[O:33]>C(O)C>[C:31]([OH:36])(=[O:35])[C:32]([OH:34])=[O:33].[C:1]1([CH:7]([NH:15][C:16]([CH2:18][C:19]2[CH:28]=[CH:27][C:26]3[C:21](=[CH:22][CH:23]=[CH:24][CH:25]=3)[N:20]=2)=[O:17])[CH2:8][CH2:9][N:10]2[CH2:14][CH2:13][CH2:12][CH2:11]2)[CH:2]=[CH:3][CH:4]=[CH:5][CH:6]=1 |f:1.2.3,5.6|. Procedure: In ethanol were dissolved 259 mg (0.72 mmol.) of N-(1-phenyl-3-pyrrolidinopropyl)quinaldinamide and 91 mg of oxalic acid dihydrate. The resulting solution was evaporated under reduced pressure to remove the solvent. The residue was recrystallized from a mixture of acetone (6 ml) and diethyl ether (3 ml) to obtain 310 mg (yield: 96%) of the subject compound as a white crystalline product. The reactants are C(O)([O-])=O.[Na+] (sodium hydrogencarbonate), Br.S1C2=C(C=C1)C(=CC=C2)C=2N1C(SC2C)=NCC1 (3-(benzo[b]thiophen-4-yl)-2-methyl-5,6-dihydroimidazo[2,1-b]thiazole hydrobromide), ClCCl (dichloromethane). Solvent: O (water). Reaction conditions: temperature 0 celsius, time 25 minute. The product is Cl.S1C2=C(C=C1)C(=CC=C2)C=2N1C(SC2C)=NCC1 (3-(benzo[b]thiophen-4-yl)-2-methyl-5,6-dihydroimidazo[2,1-b]thiazole hydrochloride). Reaction SMILES: C(=O)([O-])O.[Na+].Br.[S:7]1[CH:11]=[CH:10][C:9]2[C:12]([C:16]3[N:17]4[CH2:24][CH2:23][N:22]=[C:18]4[S:19][C:20]=3[CH3:21])=[CH:13][CH:14]=[CH:15][C:8]1=2.[Cl:25]CCl>O>[ClH:25].[S:7]1[CH:11]=[CH:10][C:9]2[C:12]([C:16]3[N:17]4[CH2:24][CH2:23][N:22]=[C:18]4[S:19][C:20]=3[CH3:21])=[CH:13][CH:14]=[CH:15][C:8]1=2 |f:0.1,2.3,6.7|. Reported procedure: A solution of sodium hydrogencarbonate (17.84 g) in water (300 ml) was added at 0° C. to a suspension of 3-(benzo[b]thiophen-4-yl)-2-methyl-5,6-dihydroimidazo[2,1-b]thiazole hydrobromide (15.0 g) in dichloromethane (300 ml), the mixture was stirred vigorously for 25 minutes, then the organic phase was separated, dried (Na2SO4), and the solvent was removed in vacuo. The residue was dissolved in ethanol (100 ml), the solution was cooled to 0° C., and 2M ethereal hydrogen chloride solution (28 ml) ... Starting materials: C1CCOC1, CC(C)N1CCC(O)CC1, Cc1cc(Nc2ncc3ccc(O)cc3n2)ccc1F, c1ccc(P(c2ccccc2)c2ccccc2)cc1. Product: Cc1cc(Nc2ncc3ccc(OC4CCN(C(C)C)CC4)cc3n2)ccc1F. As a reaction SMILES: [CH2:50]1[O:51][CH2:52][CH2:53][CH2:54]1.[CH:20]([CH3:21])([CH3:22])[N:23]1[CH2:24][CH2:25][CH:26]([OH:29])[CH2:27][CH2:28]1.[F:30][c:31]1[c:32]([CH3:49])[cH:33][c:34]([NH:37][c:38]2[n:39][c:40]3[cH:41][c:42]([OH:48])[cH:43][cH:44][c:45]3[cH:46][n:47]2)[cH:35][cH:36]1.[c:1]1([P:2]([c:3]2[cH:4][cH:5][cH:6][cH:7][cH:8]2)[c:9]2[cH:10][cH:11][cH:12][cH:13][cH:14]2)[cH:15][cH:16][cH:17][cH:18][cH:19]1>>[CH:20]([CH3:21])([CH3:22])[N:23]1[CH2:24][CH2:25][CH:26]([O:29][c:42]2[cH:41][c:40]3[n:39][c:38]([NH:37][c:34]4[cH:33][c:32]([CH3:49])[c:31]([F:30])[cH:36][cH:35]4)[n:47][cH:46][c:45]3[cH:44][cH:43]2)[CH2:27][CH2:28]1. The reactants are BrB(Br)Br, ClCCl, COc1ccc(N2CCN(c3ccc(-n4c(C)cn(C(C)C(=O)c5ccc(Cl)cc5)c4=O)cc3)CC2)cc1, [NH4+], [OH-]. The product is Cc1cn(C(C)C(=O)c2ccc(Cl)cc2)c(=O)n1-c1ccc(N2CCN(c3ccc(O)cc3)CC2)cc1. Reaction SMILES: [B:1]([Br:2])([Br:3])[Br:4].[Cl:45][CH2:46][Cl:47].[Cl:5][c:6]1[cH:7][cH:8][c:9]([C:10](=[O:11])[CH:12]([CH3:13])[n:14]2[c:15](=[O:40])[n:16](-[c:20]3[cH:21][cH:22][c:23]([N:26]4[CH2:27][CH2:28][N:29]([c:32]5[cH:33][cH:34][c:35]([O:38][CH3:39])[cH:36][cH:37]5)[CH2:30][CH2:31]4)[cH:24][cH:25]3)[c:17]([CH3:19])[cH:18]2)[cH:41][cH:42]1.[NH4+:44].[OH-:43]>>[Cl:5][c:6]1[cH:7][cH:8][c:9]([C:10](=[O:11])[CH:12]([CH3:13])[n:14]2[c:15](=[O:40])[n:16](-[c:20]3[cH:21][cH:22][c:23]([N:26]4[CH2:27][CH2:28][N:29]([c:32]5[cH:33][cH:34][c:35]([OH:38])[cH:36][cH:37]5)[CH2:30][CH2:31]4)[cH:24][cH:25]3)[c:17]([CH3:19])[cH:18]2)[cH:41][cH:42]1.